This data is from the Open Reaction Database (ORD), a public repository of structured organic reaction records. The task is: describe an organic reaction: reactants, conditions, products, and yield The reactants are C(C)OC(C=CC=1C=C2C(=CN(C2=CC1)C)C1=CC=2C(=NC=CC2)N1S(=O)(=O)C1=CC=C(C=C1)C)=O (3-{1-Methyl-3-[1-(toluene-4-sulfonyl)-1H-pyrrolo[2,3-b]pyridin-2-yl]-1H-indol-5-yl}-acrylic Acid Ethyl Ester), resultant suspension. The reagents and catalysts are [Pd] (Palladium). Solvent: industrial methylated spirit. Product: C(C)OC(CCC=1C=C2C(=CN(C2=CC1)C)C1=CC=2C(=NC=CC2)N1S(=O)(=O)C1=CC=C(C=C1)C)=O (3-{1-Methyl-3-[1-(toluene-4-sulfonyl)-1H-pyrrolo[2,3-b]pyridin-2-yl]-1H-indol-5-yl}-propionic Acid Ethyl Ester). Isolated yield 91.6%. Reaction SMILES: [CH2:1]([O:3][C:4](=[O:36])[CH:5]=[CH:6][C:7]1[CH:8]=[C:9]2[C:13](=[CH:14][CH:15]=1)[N:12]([CH3:16])[CH:11]=[C:10]2[C:17]1[N:25]([S:26]([C:29]2[CH:34]=[CH:33][C:32]([CH3:35])=[CH:31][CH:30]=2)(=[O:28])=[O:27])[C:20]2=[N:21][CH:22]=[CH:23][CH:24]=[C:19]2[CH:18]=1)[CH3:2]>[Pd]>[CH2:1]([O:3][C:4](=[O:36])[CH2:5][CH2:6][C:7]1[CH:8]=[C:9]2[C:13](=[CH:14][CH:15]=1)[N:12]([CH3:16])[CH:11]=[C:10]2[C:17]1[N:25]([S:26]([C:29]2[CH:34]=[CH:33][C:32]([CH3:35])=[CH:31][CH:30]=2)(=[O:27])=[O:28])[C:20]2=[N:21][CH:22]=[CH:23][CH:24]=[C:19]2[CH:18]=1)[CH3:2]. Procedure: Palladium (15.7 mg, 10% on activated carbon) was added to a suspension of 3-{1-methyl-3-[1-(toluene-4-sulfonyl)-1H-pyrrolo[2,3-b]pyridin-2-yl]-1H-indol-5-yl}-acrylic acid ethyl ester [100 mg, Reference Example 37] in industrial methylated spirit (25 mL). The resultant suspension was then stirred under an atmosphere of hydrogen for 16 hours. The reaction mixture was then filtered through a pad of celite and the filtrate evaporated in vacuo. The resultant solid was triturated with water, filtered ... The reactants are CCN(CC)CC(O)Cn1c2ccccc2c2c3c(c4c5c([nH]c4c21)C(=O)CC=C5)C(=O)OC3, CCO, N. Yields the product CCN(CC)CC(O)Cn1c2ccccc2c2c3c(c4c5c([nH]c4c21)C(=O)CC=C5)C(=O)NC3. Reaction SMILES: [CH2:1]([CH3:2])[N:3]([CH2:4][CH:5]([CH2:6][n:7]1[c:8]2[cH:9][cH:10][cH:11][cH:12][c:13]2[c:14]2[c:15]3[c:16]([c:17]4[c:18]([c:19]12)[nH:20][c:21]1[c:26]4[CH:25]=[CH:24][CH2:23][C:22]1=[O:27])[C:28](=[O:31])[O:29][CH2:30]3)[OH:32])[CH2:33][CH3:34].[CH3:36][CH2:37][OH:38].[NH3:35]>>[CH2:1]([CH3:2])[N:3]([CH2:4][CH:5]([CH2:6][n:7]1[c:8]2[cH:9][cH:10][cH:11][cH:12][c:13]2[c:14]2[c:15]3[c:16]([c:17]4[c:18]([c:19]12)[nH:20][c:21]1[c:26]4[CH:25]=[CH:24][CH2:23][C:22]1=[O:27])[C:28](=[O:31])[NH:35][CH2:30]3)[OH:32])[CH2:33][CH3:34]. Reactants: N (ammonia), [C@@H]1([C@H](O)[C@H](O)[C@@H](CO)O1)N1C=NC=2C(=O)NC(N)=NC12 (Guanosine), C[Si](C)(C)Cl (trimethylsilyl chloride), BrC1=CC=C(C=C1)CC(=O)Cl (4-bromophenylacetyl chloride). Solvent: O (water), N1=CC=CC=C1 (pyridine), N1=CC=CC=C1 (pyridine). Conditions: time 1 hour. Yields the product N#N.BrC1=CC=C(C=C1)CC(=O)[C@@]1([C@H](O)[C@H](O)[C@@H](CO)O1)N1C=NC=2C(=O)NC(N)=NC12 (N2 (4-bromophenylacetyl)-guanosine). RXN SMILES: [C@@H:1]1([N:10]2[C:20]3[N:19]=[C:17]([NH2:18])[NH:16][C:14](=[O:15])[C:13]=3[N:12]=[CH:11]2)[O:9][C@H:6]([CH2:7][OH:8])[C@@H:4]([OH:5])[C@H:2]1[OH:3].C[Si](Cl)(C)C.[Br:26][C:27]1[CH:32]=[CH:31][C:30]([CH2:33][C:34](Cl)=[O:35])=[CH:29][CH:28]=1.[NH3:37]>N1C=CC=CC=1.O>[N:37]#[N:10].[Br:26][C:27]1[CH:32]=[CH:31][C:30]([CH2:33][C:34]([C@@:1]2([N:10]3[C:20]4[N:19]=[C:17]([NH2:18])[NH:16][C:14](=[O:15])[C:13]=4[N:12]=[CH:11]3)[O:9][C@H:6]([CH2:7][OH:8])[C@@H:4]([OH:5])[C@H:2]2[OH:3])=[O:35])=[CH:29][CH:28]=1 |f:6.7|. Reported procedure: Guanosine 5 (14.16 g, 50 mmoles) was dried three times by coevaporation with dried pyridine and suspended in 250 ml of dry pyridine. To this was added trimethylsilyl chloride (48 ml, 360 mmoles) at room temperature. After the solution was stirred for 1 hour at room temperature, 4-bromophenylacetyl chloride (35 g, 150 mmoles) was added dropwise and the solution stirred for 15 hours. The reaction mixture was then cooled in an ice bath and 75 ml of cold water was added. After 30 minutes 20 ml of 29... Reactants: O (water), CN(C1=C(C=CC(=C1)[N+](=O)[O-])C1=NC=2C(NC(CC2)=O)=N1)C (2-(2-dimethylamino-4-nitro-phenyl)-4H-imidazo[4,5-b]pyridin-5-one), [H][H] (hydrogen), Cl (hydrochloric acid), base. The reagents and catalysts are [Pd] (palladium/charcoal). The solvent is CN(C=O)C (dimethylformamide). The product is Cl.CN(C1=C(C=CC(=C1)N)C1=NC=2C(NC(CC2)=O)=N1)C (2-(2-Dimethylamino-4-amino-phenyl)-4H-imidazo[4,5-b]-pyridin-5-one hydrochloride). Reaction SMILES: [CH3:1][N:2]([CH3:22])[C:3]1[CH:8]=[C:7]([N+:9]([O-])=O)[CH:6]=[CH:5][C:4]=1[C:12]1[N:21]=[C:15]2[NH:16][C:17](=[O:20])[CH2:18][CH:19]=[C:14]2[N:13]=1.[H][H].[ClH:25].O>CN(C)C=O.[Pd]>[ClH:25].[CH3:1][N:2]([CH3:22])[C:3]1[CH:8]=[C:7]([NH2:9])[CH:6]=[CH:5][C:4]=1[C:12]1[N:21]=[C:15]2[NH:16][C:17](=[O:20])[CH2:18][CH:19]=[C:14]2[N:13]=1 |f:6.7|. Procedure details: An amount of 1.7 gm of 2-(2-dimethylamino-4-nitro-phenyl)-4H-imidazo[4,5-b]pyridin-5-one is dissolved in 20 ml of dimethylformamide and mixed with 0.2 gm of 10% palladium/charcoal. The mixture is hydrogenated for three hours with hydrogen at ambient temperature under 5 bars of pressure. The mixture is filtered off from the catalyst, the mother liquor is mixed with 100 ml each of ether and of ethyl acetate, and finally 3 ml of etheral hydrochloric acid are added. The precipitate is recrystallized... The reactants are C1(=CC=CC=C1)C(C[SiH](Cl)Cl)C (3-(phenyl)-1,1-dichloro-1-silabutane), C=CCCC=C (1,5-hexadiene). The reagents and catalysts are [H+].[H+].Cl[Pt-2](Cl)(Cl)(Cl)(Cl)Cl (chloroplatinic acid). Run in C(C)(C)O (isopropanol). Product: C1(=CC=CC=C1)C(C[Si](Cl)(Cl)C(CCCCC)[Si](CC(C)C1=CC=CC=C1)(Cl)Cl)C (bis{(2-phenylpropyl)dichlorosilyl}hexane). Yield: 66.0%. Reaction SMILES: [C:1]1([CH:7]([CH3:12])[CH2:8][SiH:9]([Cl:11])[Cl:10])[CH:6]=[CH:5][CH:4]=[CH:3][CH:2]=1.[CH2:13]=[CH:14][CH2:15][CH2:16][CH:17]=[CH2:18]>C(O)(C)C.[H+].[H+].Cl[Pt-2](Cl)(Cl)(Cl)(Cl)Cl>[C:1]1([CH:7]([CH3:12])[CH2:8][Si:9]([CH:13]([Si:9]([Cl:10])([Cl:11])[CH2:8][CH:7]([C:1]2[CH:2]=[CH:3][CH:4]=[CH:5][CH:6]=2)[CH3:12])[CH2:14][CH2:15][CH2:16][CH2:17][CH3:18])([Cl:11])[Cl:10])[CH:6]=[CH:5][CH:4]=[CH:3][CH:2]=1 |f:3.4.5|. Procedure: In the same apparatus and procedures as EXAMPLE 1, 21.3 g (0.097 mole) of 3-(phenyl)-1,1-dichloro-1-silabutane and 100 μl of 1% chloroplatinic acid solution in isopropanol were placed and then 3.2 g (0.039 mole) of 1,5-hexadiene was added dropwise for 5 min. The solution was reacted for 15 hours at reflux under the dry nitrogen atmosphere. Vacuum distillation gave 13.4 g (185°-187° C./0.03 mmHg) of bis{(2-phenylpropyl)dichlorosilyl}hexane in 66.0% yield. Product: BrC1=NN(C(=C1)C1=NC2=C(C(O1)=O)C=C(C=C2C)C#N)C2=NC=CC=C2Cl (2-[3-bromo-1-(3-chloro-2-pyridinyl)-1H-pyrazol-5-yl]-6-cyano-8-methyl-4H-3,1-benzoxazin-4-one). The reagents and catalysts are [Cu]I (copper(I) iodide). Starting materials: BrC1=NN(C(=C1)C1=NC2=C(C(O1)=O)C=C(C=C2C)I)C2=NC=CC=C2Cl (2-[3-bromo-1-(3-chloro-2-pyridinyl)-1H-pyrazol-5-yl]-6-iodo-8-methyl-4H-3,1-benzoxazin-4-one), O1NC(CC2=C1C=CC=C2)=O (benzoxazinone), tetrakis(triphenyphosphine)palladium(0), [Cu]C#N (copper(I) cyanide). As a reaction SMILES: [Br:1][C:2]1[CH:6]=[C:5]([C:7]2[O:12][C:11](=[O:13])[C:10]3[CH:14]=[C:15](I)[CH:16]=[C:17]([CH3:18])[C:9]=3[N:8]=2)[N:4]([C:20]2[C:25]([Cl:26])=[CH:24][CH:23]=[CH:22][N:21]=2)[N:3]=1.O1C2C=CC=CC=2C[C:29](=O)[NH:28]1.[Cu]C#N>O1CCCC1.C(OCC)(=O)C.[Cu]I>[Br:1][C:2]1[CH:6]=[C:5]([C:7]2[O:12][C:11](=[O:13])[C:10]3[CH:14]=[C:15]([C:29]#[N:28])[CH:16]=[C:17]([CH3:18])[C:9]=3[N:8]=2)[N:4]([C:20]2[C:25]([Cl:26])=[CH:24][CH:23]=[CH:22][N:21]=2)[N:3]=1. Solvent: O1CCCC1 (tetrahydrofuran), C(C)(=O)OCC (ethyl acetate). Procedure details: To a solution of 2-[3-bromo-1-(3-chloro-2-pyridinyl)-1H-pyrazol-5-yl]-6-iodo-8-methyl-4H-3,1-benzoxazin-4-one (i.e. the benzoxazinone product of Step E) (600 mg, 1.1 mmol) in tetrahydrofuran (15 mL) was added copper(I) iodide (126 mg, 0.66 mmol), tetrakis(triphenyphosphine)palladium(0) (382 mg, 0.33 mmol) and copper(I) cyanide (800 mg, 8.8 mmol) sequentially at room temperature. The reaction mixture was then heated at reflux overnight. The reaction turned black in color, at which point thin laye... The reactants are Cl (HCl), COC1=NC(=NC(=C1)OC)C1OC(C2=NC=CC=C21)=O (5-(4,6-dimethoxy-2-pyrimidinyl)-furo[3,4-b]pyridine-7(5H)-one), [OH-].[Na+] (NaOH), [O-]Cl.[Na+] (NaOCl). Run in CO (methanol). Run at temperature 50 celsius. The product is COC1=NC(=NC(=C1)OC)C(=O)C=1C(=NC=CC1)C(=O)O (3-[(4,6-dimethoxy-2-pyrimidinyl)carbonyl]pyridine-2-carboxylic acid). Reaction SMILES: [CH3:1][O:2][C:3]1[CH:8]=[C:7]([O:9][CH3:10])[N:6]=[C:5]([CH:11]2[C:19]3[C:14](=[N:15][CH:16]=[CH:17][CH:18]=3)[C:13](=[O:20])[O:12]2)[N:4]=1.[O-:21]Cl.[Na+].[OH-].[Na+].Cl>CO>[CH3:1][O:2][C:3]1[CH:8]=[C:7]([O:9][CH3:10])[N:6]=[C:5]([C:11]([C:19]2[C:14]([C:13]([OH:12])=[O:20])=[N:15][CH:16]=[CH:17][CH:18]=2)=[O:21])[N:4]=1 |f:1.2,3.4|. Procedure: 490 mg of 5-(4,6-dimethoxy-2-pyrimidinyl)-furo[3,4-b]pyridine-7(5H)-one is dissolved in 50 ml of methanol and the mixture heated with stirring at 50° C. until a homogeneous solution is formed (ca 1/2 hr). 2.6 g of NaOCl is added dropwise and the solution heated for a further 1/2 hr at 55° C. 0.208 g of 50% NaOH is added at 55° and the mixture heated for a further 1/2 hr at this temperature and then cooled in an ice-bath and acidified with 1 ml conc. HCl. The solvent is evaporated and the residue... Reactants: C=CC(=O)OCC, CCO, Clc1ccc(CN2CCNCC2)cc1. Product: CCOC(=O)CCN1CCN(Cc2ccc(Cl)cc2)CC1. As a reaction SMILES: [C:1]([CH:2]=[CH2:3])(=[O:4])[O:5][CH2:6][CH3:7].[CH3:22][CH2:23][OH:24].[Cl:8][c:9]1[cH:10][cH:11][c:12]([CH2:13][N:14]2[CH2:15][CH2:16][NH:17][CH2:18][CH2:19]2)[cH:20][cH:21]1>>[C:1]([CH2:2][CH2:3][N:17]1[CH2:16][CH2:15][N:14]([CH2:13][c:12]2[cH:11][cH:10][c:9]([Cl:8])[cH:21][cH:20]2)[CH2:19][CH2:18]1)(=[O:4])[O:5][CH2:6][CH3:7].